This data is from the Open Reaction Database (ORD), a public repository of structured organic reaction records. The task is: describe an organic reaction: reactants, conditions, products, and yield The reactants are CCCCCCCCS, CS(C)=O, [O-][n+]1c(Cl)cccc1Cl, [Na+], [OH-]. The product is CCCCCCCCSc1cccc(Cl)[n+]1[O-]. Reaction SMILES: [CH2:10]([CH2:11][CH2:12][CH2:13][CH2:14][CH2:15][CH2:16][CH3:17])[SH:18].[CH3:21][S:22]([CH3:23])=[O:24].[Cl:1][c:2]1[n+:3]([O-:9])[c:4]([Cl:8])[cH:5][cH:6][cH:7]1.[Na+:20].[OH-:19]>>[c:2]1([S:18][CH2:10][CH2:11][CH2:12][CH2:13][CH2:14][CH2:15][CH2:16][CH3:17])[n+:3]([O-:9])[c:4]([Cl:8])[cH:5][cH:6][cH:7]1.